From a dataset of the Open Reaction Database (ORD), a public repository of structured organic reaction records. describe an organic reaction: reactants, conditions, products, and yield Reactants: N#Cc1ccc(CCCN2C(=O)c3ccccc3C2=O)cc1, CO, NN, O. Product: N#Cc1ccc(CCCN)cc1. As a reaction SMILES: [C:1]1(=[O:2])[N:5]([CH2:6][CH2:7][CH2:8][c:9]2[cH:10][cH:11][c:12]([C:13]#[N:14])[cH:15][cH:16]2)[C:3](=[O:4])[c:17]2[cH:18][cH:19][cH:20][cH:21][c:22]21.[CH3:26][OH:27].[NH2:24][NH2:25].[OH2:23]>>[NH2:5][CH2:6][CH2:7][CH2:8][c:9]1[cH:10][cH:11][c:12]([C:13]#[N:14])[cH:15][cH:16]1.